This data is from the Open Reaction Database (ORD), a public repository of structured organic reaction records. The task is: describe an organic reaction: reactants, conditions, products, and yield Reactants: CCN(CC)C(=O)Cl, CN(C)C=O, CCN(C(C)C)C(C)C, ClCCl, CSc1nc(-c2cccc(O)c2)c2c(N)c(C(=O)NC(C)(C)C)sc2n1. Yields the product CCN(CC)C(=O)Oc1cccc(-c2nc(SC)nc3sc(C(=O)NC(C)(C)C)c(N)c23)c1. As a reaction SMILES: [CH2:32]([CH3:33])[N:34]([C:35](=[O:36])[Cl:37])[CH2:38][CH3:39].[CH3:27][N:28]([CH3:29])[CH:30]=[O:31].[CH:40]([N:41]([CH2:42][CH3:43])[CH:44]([CH3:45])[CH3:46])([CH3:47])[CH3:48].[Cl:49][CH2:50][Cl:51].[NH2:1][c:2]1[c:3]([C:20](=[O:21])[NH:22][C:23]([CH3:24])([CH3:25])[CH3:26])[s:4][c:5]2[n:6][c:7]([S:18][CH3:19])[n:8][c:9](-[c:11]3[cH:12][c:13]([OH:17])[cH:14][cH:15][cH:16]3)[c:10]12>>[NH2:1][c:2]1[c:3]([C:20](=[O:21])[NH:22][C:23]([CH3:24])([CH3:25])[CH3:26])[s:4][c:5]2[n:6][c:7]([S:18][CH3:19])[n:8][c:9](-[c:11]3[cH:12][c:13]([O:17][C:35]([N:34]([CH2:32][CH3:33])[CH2:38][CH3:39])=[O:36])[cH:14][cH:15][cH:16]3)[c:10]12. The reactants are CCC(=O)Nc1c([N+](=O)[O-])cnn1-c1ncc(C(F)(F)F)cc1Cl, O, OO, O=C(O)C(F)(F)F. Product: CCC(=O)Nc1c([N+](=O)[O-])cnn1-c1c(Cl)cc(C(F)(F)F)c[n+]1[O-]. RXN SMILES: [N+:3](=[O:4])([O-:5])[c:6]1[cH:7][n:8][n:9](-[c:16]2[n:17][cH:18][c:19]([C:23]([F:24])([F:25])[F:26])[cH:20][c:21]2[Cl:22])[c:10]1[NH:11][C:12]([CH2:13][CH3:14])=[O:15].[OH2:34].[OH:1][OH:2].[OH:27][C:28]([C:29]([F:30])([F:31])[F:32])=[O:33]>>[N+:3](=[O:4])([O-:5])[c:6]1[cH:7][n:8][n:9](-[c:16]2[n+:17]([O-:27])[cH:18][c:19]([C:23]([F:24])([F:25])[F:26])[cH:20][c:21]2[Cl:22])[c:10]1[NH:11][C:12]([CH2:13][CH3:14])=[O:15]. Procedure: {2-[3-(3-Methyl-butyl)-3-(4-propoxy-cyclohexyl)-ureido]-thiazol-5-ylsulfanyl}-acetic acid was prepared as described for the synthesis of [2-(3-cyclohexyl-3-phenethyl-ureido)-thiazol-5-ylsulfanyl]-acetic acid using isovaleraldehyde, trans-4-propoxy-cyclohexylamine and (2-amino-thiazol-5-ylsulfanyl)-acetic acid ethyl ester. RXN SMILES: [CH:1]1([N:7]([CH2:21][CH2:22][C:23]2[CH:28]=CC=C[CH:24]=2)[C:8](=[O:20])[NH:9][C:10]2[S:11][C:12]([S:15][CH2:16][C:17]([OH:19])=[O:18])=[CH:13][N:14]=2)[CH2:6][CH2:5][CH2:4][CH2:3][CH2:2]1.[CH:29](=[O:34])[CH2:30][CH:31](C)C.C(O[C@H]1CC[C@H](N)CC1)CC.C(OC(=O)CSC1SC(N)=NC=1)C>>[CH3:28][CH:23]([CH3:24])[CH2:22][CH2:21][N:7]([CH:1]1[CH2:2][CH2:3][CH:4]([O:34][CH2:29][CH2:30][CH3:31])[CH2:5][CH2:6]1)[C:8](=[O:20])[NH:9][C:10]1[S:11][C:12]([S:15][CH2:16][C:17]([OH:19])=[O:18])=[CH:13][N:14]=1. Starting materials: C1(CCCCC1)N(C(NC=1SC(=CN1)SCC(=O)O)=O)CCC1=CC=CC=C1 ([2-(3-cyclohexyl-3-phenethyl-ureido)-thiazol-5-ylsulfanyl]-acetic acid), C(C)OC(CSC1=CN=C(S1)N)=O ((2-amino-thiazol-5-ylsulfanyl)-acetic acid ethyl ester), C(CC(C)C)=O (isovaleraldehyde), C(CC)O[C@@H]1CC[C@H](CC1)N (trans-4-propoxy-cyclohexylamine). Yields the product CC(CCN(C(NC=1SC(=CN1)SCC(=O)O)=O)C1CCC(CC1)OCCC)C ({2-[3-(3-Methyl-butyl)-3-(4-propoxy-cyclohexyl)-ureido]-thiazol-5-ylsulfanyl}-acetic acid). The reactants are C(C1=CC=CC=C1)OC1=C(C=C(C=C1)OCCOCCC1=CC=CC=C1)Cl (1-benzyloxy-2-chloro-4-(2-phenethyloxyethoxy)-benzene). Run in Br (hydrogen bromide), C(C)(=O)O (acetic acid). The product is ClC1=C(C=CC(=C1)OCCOCCC1=CC=CC=C1)O (2-chloro-4-(2-phenethyloxyethoxy)phenol). Isolated yield 76.0%. Reaction SMILES: C([O:8][C:9]1[CH:14]=[CH:13][C:12]([O:15][CH2:16][CH2:17][O:18][CH2:19][CH2:20][C:21]2[CH:26]=[CH:25][CH:24]=[CH:23][CH:22]=2)=[CH:11][C:10]=1[Cl:27])C1C=CC=CC=1>Br.C(O)(=O)C>[Cl:27][C:10]1[CH:11]=[C:12]([O:15][CH2:16][CH2:17][O:18][CH2:19][CH2:20][C:21]2[CH:22]=[CH:23][CH:24]=[CH:25][CH:26]=2)[CH:13]=[CH:14][C:9]=1[OH:8]. Procedure: The 1-benzyloxy-2-chloro-4-(2-phenethyloxyethoxy)-benzene obtained according to the preceding paragraph was stirred in 20 ml of 48% hydrogen bromide in glacial acetic acid at 25° C. for 30 minutes. The solution was evaporated to dryness and the residue was partitioned between 2N aqueous sodium hydroxide and diethyl ether. The aqueous phase was acidified to pH 6 with concentrated hydrochloric acid and extracted with ethyl acetate. The organic extract was washed with water, dried over sodium sulfa... Reactants: CCOC(=O)N1C(=O)c2ccccc2C1=O, COC(=O)CC(N)c1ccccc1, CC#N, Cl, [Na+], [Na+], O=C([O-])[O-], O. The product is COC(=O)CC(c1ccccc1)N1C(=O)c2ccccc2C1=O. Reaction SMILES: [C:21]([N:22]1[C:27](=[O:36])[c:28]2[c:29]([cH:32][cH:33][cH:34][cH:35]2)[C:30]1=[O:31])([O:23][CH2:24][CH3:25])=[O:26].[CH3:2][O:3][C:4]([CH2:5][CH:6]([c:7]1[cH:8][cH:9][cH:10][cH:11][cH:12]1)[NH2:13])=[O:14].[CH3:38][C:39]#[N:40].[ClH:1].[Na+:15].[Na+:16].[O-:17][C:18](=[O:19])[O-:20].[OH2:37]>>[CH3:2][O:3][C:4]([CH2:5][CH:6]([c:7]1[cH:8][cH:9][cH:10][cH:11][cH:12]1)[N:13]1[C:27](=[O:36])[c:28]2[c:29]([cH:32][cH:33][cH:34][cH:35]2)[C:30]1=[O:31])=[O:14]. The reactants are FC(C(=O)O)(F)F (Trifluoroacetic acid), O=C1N(C(C2=CC=CC=C12)=O)CCC(C(=O)OC(C)(C)C)C1(C(N(CC1)CCC1=CC=CC=C1)=O)CC(C)C (tert-butyl α-[2-(1,3-dihydro-1,3-dioxo-2H-isoindol-2-yl)ethyl]-3-(2-methylpropyl)-2-oxo-1-(2-phenylethyl)-3-pyrrolidineacetate), FC(C(=O)O)(F)F (trifluoroacetic acid). Run in C(Cl)Cl (CH2Cl2). Conditions: temperature 0 celsius, time 1 hour. Product: O=C1N(C(C2=CC=CC=C12)=O)CCC(C(=O)O)C1(C(N(CC1)CCC1=CC=CC=C1)=O)CC(C)C (α-[2-(1,3-Dihydro-1,3-dioxo-2H-isoindol-2-yl)ethyl]-3-(2-methylpropyl)-2-oxo-1-(2-phenylethyl)-3-pyrrolidineacetic Acid). The yield is 89.8%. Reaction SMILES: FC(F)(F)C(O)=O.[O:8]=[C:9]1[C:17]2[C:12](=[CH:13][CH:14]=[CH:15][CH:16]=2)[C:11](=[O:18])[N:10]1[CH2:19][CH2:20][CH:21]([C:29]1([CH2:43][CH:44]([CH3:46])[CH3:45])[CH2:33][CH2:32][N:31]([CH2:34][CH2:35][C:36]2[CH:41]=[CH:40][CH:39]=[CH:38][CH:37]=2)[C:30]1=[O:42])[C:22]([O:24]C(C)(C)C)=[O:23]>C(Cl)Cl>[O:8]=[C:9]1[C:17]2[C:12](=[CH:13][CH:14]=[CH:15][CH:16]=2)[C:11](=[O:18])[N:10]1[CH2:19][CH2:20][CH:21]([C:29]1([CH2:43][CH:44]([CH3:46])[CH3:45])[CH2:33][CH2:32][N:31]([CH2:34][CH2:35][C:36]2[CH:41]=[CH:40][CH:39]=[CH:38][CH:37]=2)[C:30]1=[O:42])[C:22]([OH:24])=[O:23]. Reported procedure: Trifluoroacetic acid (2.0 mL) is added to a solution of tert-butyl α-[2-(1,3-dihydro-1,3-dioxo-2H-isoindol-2-yl)ethyl]-3-(2-methylpropyl)-2-oxo-1-(2-phenylethyl)-3-pyrrolidineacetate (282 mg, 0.507 mmol) in CH2Cl2 (4.0 mL) at 0° C. The solution is stirred for 1 hour at 0° C. A second portion of trifluoroacetic acid (2.0 mL) is added, and the solution is stirred for 30 minutes at 0° C. and for 30 minutes at room temperature. Concentration and aqueous workup (CH2Cl2, MgSO4) to give 217 mg (90%) of...